Dataset: the Open Reaction Database (ORD), a public repository of structured organic reaction records. Task: describe an organic reaction: reactants, conditions, products, and yield Reactants: CC#N (CH3CN), CC(C(=O)O)C(=O)NC1C2=C(C3=C(N(C1=O)C)C=CC=C3)C=CC=C2 (2-Methyl-N-(5-methyl-6-oxo-6,7-dihydro-5H-dibenzo[b,d]azepin-7-yl)-malonamic acid), NC1=CC=CC=C1 (aniline), [B-](F)(F)(F)F.CN(C)C(=[N+](C)C)ON1C=CC=CC1=O (TPTU). The solvent is CN(C)C=O (DMF), C(=O)(C(F)(F)F)O (TFA). Conditions: time 8 hour. Product: CC(C(=O)NC1C2=C(C3=C(N(C1=O)C)C=CC=C3)C=CC=C2)C(=O)NC2=CC=CC=C2 (2-Methyl-N-(5-methyl-6-oxo-6,7-dihydro-5H-dibenzo[b,d]azepin-7-yl)-N′-phenyl-malonamide). Reaction SMILES: [CH3:1][CH:2]([C:6]([NH:8][CH:9]1[C:15](=[O:16])[N:14]([CH3:17])[C:13]2[CH:18]=[CH:19][CH:20]=[CH:21][C:12]=2[C:11]2[CH:22]=[CH:23][CH:24]=[CH:25][C:10]1=2)=[O:7])[C:3](O)=[O:4].[NH2:26][C:27]1[CH:32]=[CH:31][CH:30]=[CH:29][CH:28]=1.[B-](F)(F)(F)F.CN(C(ON1C(=O)C=CC=C1)=[N+](C)C)C.CC#N>CN(C=O)C.C(O)(C(F)(F)F)=O>[CH3:1][CH:2]([C:3]([NH:26][C:27]1[CH:32]=[CH:31][CH:30]=[CH:29][CH:28]=1)=[O:4])[C:6]([NH:8][CH:9]1[C:15](=[O:16])[N:14]([CH3:17])[C:13]2[CH:18]=[CH:19][CH:20]=[CH:21][C:12]=2[C:25]2[CH:24]=[CH:23][CH:22]=[CH:11][C:10]1=2)=[O:7] |f:2.3|. Procedure details: 2-Methyl-N-(5-methyl-6-oxo-6,7-dihydro-5H-dibenzo[b,d]azepin-7-yl)-malonamic acid (20 mg, 0.059 mmol) and aniline (6 mg, 0.059 mmol) were placed in a disposable polypropylene tube and dissolved in DMF (2 ml). TPTU (2-(2-pyridon-1-yl)-1,1,3,3-tetramethyl uronium tetrafluoroborate, 19 mg, 0.065 mmol) was added, and the mixture was shaken overnight at r.t. The title compound, MS: m/e=414.2 (M+H+), was isolated from the reaction mixture by automated, preparative HPLC (YMC CombiPrep C18 column 50×20 ... Starting materials: B(Br)(Br)Br (BBr3), COC=1C=CC2=C(C=C(O2)C(=O)O)C1 (5-methoxy-benzofuran-2-carboxylic acid), [NH4+].[Cl-] (NH4Cl). Solvent: C(Cl)Cl (DCM). Conditions: time 2 hour. Yields the product OC=1C=CC2=C(C=C(O2)C(=O)O)C1 (5-hydroxy-benzofuran-2-carboxylic acid). The yield is 99.3%. RXN SMILES: C[O:2][C:3]1[CH:4]=[CH:5][C:6]2[O:10][C:9]([C:11]([OH:13])=[O:12])=[CH:8][C:7]=2[CH:14]=1.B(Br)(Br)Br.[NH4+].[Cl-]>C(Cl)Cl>[OH:2][C:3]1[CH:4]=[CH:5][C:6]2[O:10][C:9]([C:11]([OH:13])=[O:12])=[CH:8][C:7]=2[CH:14]=1 |f:2.3|. Reported procedure: To a cooled (−78° C.) solution of 5-methoxy-benzofuran-2-carboxylic acid (5.0 g, 26.0 mmol) in DCM (100 mL) was added BBr3 (7.4 mL, 19.5 g, 78.0 mmol) and the reaction mixture was stirred (2 h). The reaction mixture was warmed (rt) and subsequently cooled (0° C.) and treated with saturated NH4Cl (100 mL). The resultant biphasic mixture was partitioned and the aqueous layer was extracted with EtOAc (3×100 mL), dried, filtered and concentrated in vacuo to afford the title compound (4.6 g, 100%).